Task: describe an organic reaction: reactants, conditions, products, and yield. Dataset: the Open Reaction Database (ORD), a public repository of structured organic reaction records The reactants are intermediate 27, C(C1=CC=CC=C1)OC1=C(N=C2C(OCCN2C1=O)(C)C)C(=O)O (3-(benzyloxy)-9,9-dimethyl-4-oxo-4,6,7,9-tetrahydropyrimido-[2,1-c][1,4]oxazine-2-carboxylic acid), NCC1=C(C=CC=C1)N1C(CC1)=O (1-(2-(aminomethyl)phenyl)azetidin-2-one). Yields the product O=C1N(CC1)C1=C(CNC(=O)C=2N=C3C(OCCN3C(C2OCC2=CC=CC=C2)=O)(C)C)C=CC=C1 (N-(2-(2-Oxoazetidin-1-yl)benzyl)-3-(benzyloxy)-9,9-dimethyl-4-oxo-4,6,7,9-tetrahydropyrimido[2,1-c][1,4]oxazine-2-carboxamide). Reaction SMILES: [CH2:1]([O:8][C:9]1[C:18](=[O:19])[N:17]2[C:12]([C:13]([CH3:21])([CH3:20])[O:14][CH2:15][CH2:16]2)=[N:11][C:10]=1[C:22](O)=[O:23])[C:2]1[CH:7]=[CH:6][CH:5]=[CH:4][CH:3]=1.[NH2:25][CH2:26][C:27]1[CH:32]=[CH:31][CH:30]=[CH:29][C:28]=1[N:33]1[CH2:36][CH2:35][C:34]1=[O:37]>>[O:37]=[C:34]1[CH2:35][CH2:36][N:33]1[C:28]1[CH:29]=[CH:30][CH:31]=[CH:32][C:27]=1[CH2:26][NH:25][C:22]([C:10]1[N:11]=[C:12]2[N:17]([C:18](=[O:19])[C:9]=1[O:8][CH2:1][C:2]1[CH:7]=[CH:6][CH:5]=[CH:4][CH:3]=1)[CH2:16][CH2:15][O:14][C:13]2([CH3:21])[CH3:20])=[O:23]. Reported procedure: The title compound can be prepared from intermediate 27, 3-(benzyloxy)-9,9-dimethyl-4-oxo-4,6,7,9-tetrahydropyrimido-[2,1-c][1,4]oxazine-2-carboxylic acid and 1-(2-(aminomethyl)phenyl)azetidin-2-one, derived from reduction of intermediate 115, 2-(2-oxoazetidin-1-yl)benzonitrile. 1H NMR (400 MHz, CDCl3) δ ppm: 8.67 (1H, brt, J=6.3 Hz), 7.60 (1H, dd, J=1.3, 7.6 Hz), 7.53–7.50 (1H, dd, m), 7.34–7.24 (5H, m), 7.18 (1H, ddd(dt), J=1.2, 7.4 Hz), 7.10 (1H, dd, J=1.2, 8.0 Hz), 5.27 (2H, s), 4.60 (2H, d,... Starting materials: CN(C)CC=1C=CC2=C(N(C(C=3CCCNC23)=O)COC)C1 (8-[(Dimethylamino)methyl]-6-(methoxymethyl)-1,2,3,4-tetrahydrobenzo[h][1,6]naphthyridine-5-(6H)-one), Cl (hydrochloric acid). Solvent: C(C)O (ethanol). Run at temperature 90 celsius, time 3 hour. Product: Cl.Cl.CN(C)CC=1C=CC2=C(NC(C=3CCCNC23)=O)C1 (8-[(Dimethylamino)methyl]-1,2,3,4-tetrahydrobenzo[h][1,6]naphthyridine-5-(6H)-one dihydrochloride). Yield: 84.5%. As a reaction SMILES: [CH3:1][N:2]([CH2:4][C:5]1[CH:6]=[CH:7][C:8]2[C:17]3[NH:16][CH2:15][CH2:14][CH2:13][C:12]=3[C:11](=[O:18])[N:10](COC)[C:9]=2[CH:22]=1)[CH3:3].[ClH:23]>C(O)C>[ClH:23].[ClH:23].[CH3:3][N:2]([CH2:4][C:5]1[CH:6]=[CH:7][C:8]2[C:17]3[NH:16][CH2:15][CH2:14][CH2:13][C:12]=3[C:11](=[O:18])[NH:10][C:9]=2[CH:22]=1)[CH3:1] |f:3.4.5|. Procedure details: The compound (57.8 mg, 0.192 mmol) prepared in step 7 was dissolved in ethanol (3 ml), added with 12 N hydrochloric acid aqueous solution (3.0 ml). The resulting mixture was heated to 90° C. and stirred for 3 hours. The mixture was concentrated to dryness and dissolved in ethyl acetate. After stirring for 30 minutes, the precipitate was filtered and washed with diethyl ether to obtain the title compound (53.5 mg, yield: 84.5%, ivory solid). Starting materials: BrC(Br)(Br)Br, CCN(C(C)C)C(C)C, CCc1cc(CO)sc1-c1noc(-c2ccc(Oc3ccccc3)c(Cl)c2)n1, Cl, COC(=O)C1CNC1, c1ccc(P(c2ccccc2)c2ccccc2)cc1. Yields the product CCc1cc(CN2CC(C(=O)OC)C2)sc1-c1noc(-c2ccc(Oc3ccccc3)c(Cl)c2)n1. RXN SMILES: [C:29]([Br:30])([Br:31])([Br:32])[Br:33].[CH:62]([N:63]([CH2:64][CH3:65])[CH:66]([CH3:67])[CH3:68])([CH3:69])[CH3:70].[Cl:1][c:2]1[cH:3][c:4](-[c:15]2[n:16][c:17](-[c:20]3[c:21]([CH2:27][CH3:28])[cH:22][c:23]([CH2:25][OH:26])[s:24]3)[n:18][o:19]2)[cH:5][cH:6][c:7]1[O:8][c:9]1[cH:10][cH:11][cH:12][cH:13][cH:14]1.[ClH:53].[NH:54]1[CH2:55][CH:56]([C:58](=[O:59])[O:60][CH3:61])[CH2:57]1.[c:34]1([P:35]([c:36]2[cH:37][cH:38][cH:39][cH:40][cH:41]2)[c:42]2[cH:43][cH:44][cH:45][cH:46][cH:47]2)[cH:48][cH:49][cH:50][cH:51][cH:52]1>>[Cl:1][c:2]1[cH:3][c:4](-[c:15]2[n:16][c:17](-[c:20]3[c:21]([CH2:27][CH3:28])[cH:22][c:23]([CH2:25][N:54]4[CH2:55][CH:56]([C:58](=[O:59])[O:60][CH3:61])[CH2:57]4)[s:24]3)[n:18][o:19]2)[cH:5][cH:6][c:7]1[O:8][c:9]1[cH:10][cH:11][cH:12][cH:13][cH:14]1. Reactants: O=C(CBr)c1ccccn1, Br, Cc1ccnc(C(=O)c2[nH]c3cc(Cl)ccc3c2CC(=O)O)c1. The product is O=C(O)Cc1c(C(=O)c2ccccn2)[nH]c2cc(Cl)ccc12. Reaction SMILES: [Br:25][CH2:26][C:27]([c:28]1[cH:29][cH:30][cH:31][cH:32][n:33]1)=[O:34].[BrH:24].[Cl:1][c:2]1[cH:3][cH:4][c:5]2[c:6]([CH2:20][C:21](=[O:22])[OH:23])[c:7]([C:11](=[O:12])[c:13]3[n:14][cH:15][cH:16][c:17]([CH3:19])[cH:18]3)[nH:8][c:9]2[cH:10]1>>[Cl:1][c:2]1[cH:3][cH:4][c:5]2[c:6]([CH2:20][C:21](=[O:22])[OH:23])[c:7]([C:11](=[O:12])[c:13]3[n:14][cH:15][cH:16][cH:17][cH:18]3)[nH:8][c:9]2[cH:10]1. The reactants are COC(C1=C(C(=CC=C1)C=O)NS(=O)(=O)C1=CC=C(C=C1)OC)=O (3-Formyl-2-(4-methoxy-benzenesulfonylamino)-benzoic acid methyl ester), Cl.N1=CC(=CC=C1)CCl (3-picolyl chloride hydrochloride), C([O-])([O-])=O.[K+].[K+] (potassium carbonate). Solvent: CN(C)C=O (DMF), O (water). Reaction conditions: time 18 hour. The product is COC(C1=C(C(=CC=C1)C=O)N(CC=1C=NC=CC1)S(=O)(=O)C1=CC=C(C=C1)OC)=O (3-Formyl-2-[(4-methoxy-benzenesulfonyl)-pyridin-3-ylmethyl-amino]-benzoic acid methyl ester). Yield: 62.6%. As a reaction SMILES: [CH3:1][O:2][C:3](=[O:24])[C:4]1[CH:9]=[CH:8][CH:7]=[C:6]([CH:10]=[O:11])[C:5]=1[NH:12][S:13]([C:16]1[CH:21]=[CH:20][C:19]([O:22][CH3:23])=[CH:18][CH:17]=1)(=[O:15])=[O:14].Cl.[N:26]1[CH:31]=[CH:30][CH:29]=[C:28]([CH2:32]Cl)[CH:27]=1.C(=O)([O-])[O-].[K+].[K+]>CN(C=O)C.O>[CH3:1][O:2][C:3](=[O:24])[C:4]1[CH:9]=[CH:8][CH:7]=[C:6]([CH:10]=[O:11])[C:5]=1[N:12]([S:13]([C:16]1[CH:17]=[CH:18][C:19]([O:22][CH3:23])=[CH:20][CH:21]=1)(=[O:14])=[O:15])[CH2:32][C:28]1[CH:27]=[N:26][CH:31]=[CH:30][CH:29]=1 |f:1.2,3.4.5|. Procedure: To a solution of 0.20 g (0.573 mmol) of the product of Example 321 in 2.5 mL of DMF was added 0.099 g (0.602 mmol) of 3-picolyl chloride hydrochloride and 0.249 g (1.805 mmol) of potassium carbonate. The reaction was stined for 18 h at room temperature and then the reaction was then diluted with water and extracted with ether. The combined organics were washed with water, dried over Na2SO4, filtered and concentrated in vacuo. The residue was triturated with ether to give 0.158 g (63%) of the pro... Reactants: C(C)(C)[C@@H]1N=C(OC1)C1=NC(=CC=C1)C=1OC[C@@H](N1)C(C)C (2,6-bis[(4S)-isopropyl-2-oxazoline-2-yl]pyridine), COC1=CC=C(C=C1)C(OC[C@@H]1[C@H]([C@H]([C@@H](O1)N1C(=O)N=C(NC(C2=CC=CC=C2)(C2=CC=C(C=C2)OC)C2=CC=C(C=C2)OC)C=C1)O)O)(C1=CC=CC=C1)C1=CC=C(C=C1)OC (5′-O-[bis(4-methoxyphenyl)phenylmethyl]-N4-[bis(4-methoxy-phenyl)phenylmethyl]cytidine), C1(=CC=CC=C1)N=C=O (phenyl isocyanate), COC1=CC=C(C=C1)C(OC[C@@H]1[C@H]([C@H]([C@@H](O1)N1C(=O)N=C(NC(C2=CC=CC=C2)(C2=CC=C(C=C2)OC)C2=CC=C(C=C2)OC)C=C1)OC(NC1=CC=CC=C1)=O)O)(C1=CC=CC=C1)C1=CC=C(C=C1)OC (5′-O-[bis(4-methoxyphenyl)phenylmethyl]-N4-[bis(4-methoxy-phenyl)phenylmethyl]-2′-O-phenylcarbamoylcytidine). Reagents/catalysts: C(F)(F)(F)S(=O)(=O)[O-].C(F)(F)(F)S(=O)(=O)[O-].[Cu+2] (Cu(OTf)2). Run in O1CCOCC1 (dioxane), O1CCOCC1 (dioxane), O1CCOCC1 (dioxane). Run at time 1.25 hour. Product: COC1=CC=C(C=C1)C(OC[C@@H]1[C@H]([C@H]([C@@H](O1)N1C(=O)N=C(NC(C2=CC=CC=C2)(C2=CC=C(C=C2)OC)C2=CC=C(C=C2)OC)C=C1)O)OC(NC1=CC=CC=C1)=O)(C1=CC=CC=C1)C1=CC=C(C=C1)OC (5′-O-[bis(4-methoxyphenyl)phenylmethyl]-N4-[bis(4-methoxy-phenyl)phenylmethyl]-3′-O-phenylcarbamoylcytidine). As a reaction SMILES: C([C@H]1COC(C2C=CC=C(C3OC[C@H](C(C)C)N=3)N=2)=N1)(C)C.[CH3:23][O:24][C:25]1[CH:30]=[CH:29][C:28]([C:31]([C:78]2[CH:83]=[CH:82][C:81]([O:84][CH3:85])=[CH:80][CH:79]=2)([C:72]2[CH:77]=[CH:76][CH:75]=[CH:74][CH:73]=2)[O:32][CH2:33][C@H:34]2[O:38][C@@H:37]([N:39]3[CH:69]=[CH:68][C:43]([NH:44][C:45]([C:60]4[CH:65]=[CH:64][C:63]([O:66][CH3:67])=[CH:62][CH:61]=4)([C:52]4[CH:57]=[CH:56][C:55]([O:58][CH3:59])=[CH:54][CH:53]=4)[C:46]4[CH:51]=[CH:50][CH:49]=[CH:48][CH:47]=4)=[N:42][C:40]3=[O:41])[C@H:36]([OH:70])[C@@H:35]2[OH:71])=[CH:27][CH:26]=1.[C:86]1([N:92]=[C:93]=[O:94])[CH:91]=[CH:90][CH:89]=[CH:88][CH:87]=1.COC1C=CC(C(C2C=CC(OC)=CC=2)(C2C=CC=CC=2)OC[C@H]2O[C@@H](N3C=CC(NC(C4C=CC(OC)=CC=4)(C4C=CC(OC)=CC=4)C4C=CC=CC=4)=NC3=O)[C@H](OC(=O)NC3C=CC=CC=3)[C@@H]2O)=CC=1>C(S([O-])(=O)=O)(F)(F)F.C(S([O-])(=O)=O)(F)(F)F.[Cu+2].O1CCOCC1>[CH3:23][O:24][C:25]1[CH:30]=[CH:29][C:28]([C:31]([C:78]2[CH:79]=[CH:80][C:81]([O:84][CH3:85])=[CH:82][CH:83]=2)([C:72]2[CH:73]=[CH:74][CH:75]=[CH:76][CH:77]=2)[O:32][CH2:33][C@H:34]2[O:38][C@@H:37]([N:39]3[CH:69]=[CH:68][C:43]([NH:44][C:45]([C:52]4[CH:57]=[CH:56][C:55]([O:58][CH3:59])=[CH:54][CH:53]=4)([C:60]4[CH:65]=[CH:64][C:63]([O:66][CH3:67])=[CH:62][CH:61]=4)[C:46]4[CH:47]=[CH:48][CH:49]=[CH:50][CH:51]=4)=[N:42][C:40]3=[O:41])[C@H:36]([OH:70])[C@@H:35]2[O:71][C:93](=[O:94])[NH:92][C:86]2[CH:91]=[CH:90][CH:89]=[CH:88][CH:87]=2)=[CH:27][CH:26]=1 |f:4.5.6|. Procedure: The dioxane solution (4 ml) containing 2,6-bis[(4S)-isopropyl-2-oxazoline-2-yl]pyridine (0.02 mmol, 6.2 mg) and Cu(OTf)2 (II) (0.02 mmol, 7.4 mg) was stirred for 1.25 hours at room temperature. The dioxane solution (1 ml) of 5′-O-[bis(4-methoxyphenyl)phenylmethyl]-N4-[bis(4-methoxy-phenyl)phenylmethyl]cytidine (0.2 mmol, 169.6 mg) and the dioxane solution (1 ml) of phenyl isocyanate (0.2 mmol, 23.8 mg) were added thereto. After the mixture was continuously stirred for 4 hours at room temperature... Reactants: C(C)(C)C=1C=C(C(=O)CCC(=O)OC)C=C(C1OC1=NN=NN1C1=CC=CC=C1)C(C)C (Methyl 3-[3,5-diisopropyl-4-(1-phenyltetrazol-5-yloxy)benzoyl]propionate). Reagents/catalysts: [Pd] (palladium/carbon). Run in C1=CC=CC=C1 (benzene). Conditions: time 14 hour. The product is C(C)(C)C=1C=C(C(=O)CCC(=O)OC)C=C(C1)C(C)C (Methyl 3-(3,5-diisopropylbenzoyl)propionate). Yield: 71.7%. As a reaction SMILES: [CH:1]([C:4]1[CH:5]=[C:6]([CH:15]=[C:16]([CH:30]([CH3:32])[CH3:31])[C:17]=1OC1N(C2C=CC=CC=2)N=NN=1)[C:7]([CH2:9][CH2:10][C:11]([O:13][CH3:14])=[O:12])=[O:8])([CH3:3])[CH3:2]>C1C=CC=CC=1.[Pd]>[CH:1]([C:4]1[CH:5]=[C:6]([CH:15]=[C:16]([CH:30]([CH3:32])[CH3:31])[CH:17]=1)[C:7]([CH2:9][CH2:10][C:11]([O:13][CH3:14])=[O:12])=[O:8])([CH3:3])[CH3:2]. Procedure details: 14.1 g of Methyl 3-[3,5-diisopropyl-4-(1-phenyltetrazol-5-yloxy)benzoyl]propionate was dissolved in 100 ml of benzene, followed by the addition of 10 g of 10% palladium/carbon. The obtained mixture was subjected to hydrogenation under a pressure of 3 kg/cm2, at room temperature for 14 hours. The reaction mixture thus obtained was filtered to remove the catalyst. The filtrate was concentrated under reduced pressure. The obtained residue was purified by silica gel chromatography (developer: 3% eth... The reactants are COc1c(C(=O)O)ccc2ccccc12, CC(=O)O, [K+], O=[N+]([O-])[O-], O=S(=O)(O)O. Yields the product COc1c(C(=O)O)cc([N+](=O)[O-])c2ccccc12. As a reaction SMILES: [CH3:1][O:2][c:3]1[c:4]([C:13](=[O:14])[OH:15])[cH:5][cH:6][c:7]2[cH:8][cH:9][cH:10][cH:11][c:12]12.[CH3:21][C:22](=[O:23])[OH:24].[K+:16].[O-:17][N+:18]([O-:19])=[O:20].[S:25](=[O:26])(=[O:27])([OH:28])[OH:29]>>[CH3:1][O:2][c:3]1[c:4]([C:13](=[O:14])[OH:15])[cH:5][c:6]([N+:18](=[O:17])[O-:19])[c:7]2[cH:8][cH:9][cH:10][cH:11][c:12]12.